Dataset: the Open Reaction Database (ORD), a public repository of structured organic reaction records. Task: describe an organic reaction: reactants, conditions, products, and yield Reactants: solution, [SiH](CC)(CC)CC (Et3SiH), C(C(C)=C)Cl (methallyl chloride). Reagents/catalysts: Pt. Run at temperature 115 celsius. The product is [Si](CC)(CC)(CC)Cl (Et3SiCl), [Si](CC)(CC)(CC)CC(C)CCl (Et3SiCH2CHMeCH2Cl). The yield is 18.7%. RXN SMILES: [SiH:1]([CH2:6][CH3:7])([CH2:4][CH3:5])[CH2:2][CH3:3].[CH2:8]([Cl:12])[C:9](=[CH2:11])[CH3:10]>>[Si:1]([Cl:12])([CH2:6][CH3:7])([CH2:4][CH3:5])[CH2:2][CH3:3].[Si:1]([CH2:10][CH:9]([CH2:8][Cl:12])[CH3:11])([CH2:6][CH3:7])([CH2:4][CH3:5])[CH2:2][CH3:3]. Procedure details: A mixture of Et3SiH (10.5 g, 0.09 mol) and methallyl chloride (8.2 g, 0.09 mol) was combined in a 150 ml apparatus and 0.05 ml Pt catalyst solution added, followed by heating at reflux (115° C.) for 50 hr. Additional Pt catalyst solution (0.025 ml) was added at 40 hr. The incomplete reaction was distilled, yielding 4.98 g (36.8%) of Et3SiCl and 3.48 g (18.7%) of Et3SiCH2CHMeCH2Cl. This example shows that the unpromoted reaction of Et3SiH with methallyl chloride is very slow and endothermic. The reactants are C(C)(C)(C)OC(=O)N[C@@H](C(=O)O)CCSC ((2R)-2-[(tert-butoxycarbonyl)amino]-4-(methylthio)butanoic acid), C1(CCCCC1)CN (cyclohexanemethylamine), C=1C=CC2=C(C1)N=NN2O (HOBt), CCN=C=NCCCN(C)C (EDCI). The solvent is CN(C)C=O (DMF), C(=O)(C)OCC.O (AcOEt-H2O). Reaction conditions: time 15 hour. Product: C1(CCCCC1)CNC(=O)[C@@H](CCSC)NC(OC(C)(C)C)=O (tert-butyl [(1R)-1-{[(cyclohexylmethyl)amino]carbonyl}-3-(methylthio)propyl]carbamate). The yield is 89.5%. Reaction SMILES: [C:1]([O:5][C:6]([NH:8][C@H:9]([CH2:13][CH2:14][S:15][CH3:16])[C:10]([OH:12])=O)=[O:7])([CH3:4])([CH3:3])[CH3:2].[CH:17]1([CH2:23][NH2:24])[CH2:22][CH2:21][CH2:20][CH2:19][CH2:18]1.C1C=CC2N(O)N=NC=2C=1.CCN=C=NCCCN(C)C>CN(C=O)C.C(OCC)(C)=O.O>[CH:17]1([CH2:23][NH:24][C:10]([C@H:9]([NH:8][C:6](=[O:7])[O:5][C:1]([CH3:2])([CH3:3])[CH3:4])[CH2:13][CH2:14][S:15][CH3:16])=[O:12])[CH2:22][CH2:21][CH2:20][CH2:19][CH2:18]1 |f:5.6|. Reported procedure: A mixture of (2R)-2-[(tert-butoxycarbonyl)amino]-4-(methylthio)butanoic acid (4.57 g), cyclohexanemethylamine (2.28 g), HOBt (2.72 g), and EDCI (3.87 g) in DMF (50 mL) was stirred at ambient temperature for 15 hours. The reaction mixture was poured into a mixture of AcOEt-H2O and the organic layer was washed with aqueous ammonium chloride, aqueous sodium hydrogen carbonate, and brine and dried over MgSO4. The solvent was evaporated in vacuo and the residue was crystallized from ethyl acetate and... Reactants: BrC=1SC=CC1NC(OC(C)(C)C)=O (Tert-butyl 2-bromothien-3-ylcarbamate), [OH-].[Na+] (sodium hydroxide), Cl (hydrochloric acid), C(=O)C1=C(C=CC=C1)B(O)O (2-Formylphenylboronic acid), C([O-])(O)=O.[Na+] (sodium bicarbonate). The reagents and catalysts are C1=CC=C(C=C1)P([C-]2C=CC=C2)C3=CC=CC=C3.C1=CC=C(C=C1)P([C-]2C=CC=C2)C3=CC=CC=C3.Cl[Pd]Cl.[Fe+2] ([1,1′-Bis(diphenylphosphino)ferrocene]dichloropalladium). The solvent is C(Cl)Cl (methylene chloride), C(OC)COC (dimethoxyethane). Run at temperature 23 celsius, time 15 minute. Yields the product S1C=CC=2N=CC=3C=CC=CC3C21 (Thieno[3,2-c]isoquinoline). Yield: 78.9%. Reaction SMILES: Br[C:2]1[S:3][CH:4]=[CH:5][C:6]=1[NH:7][C:8](=O)OC(C)(C)C.C([C:17]1[CH:22]=[CH:21][CH:20]=[CH:19][C:18]=1B(O)O)=O.C(=O)(O)[O-].[Na+].Cl.[OH-].[Na+]>C(COC)OC.C(Cl)Cl.C1C=CC(P(C2C=CC=CC=2)[C-]2C=CC=C2)=CC=1.C1C=CC(P(C2C=CC=CC=2)[C-]2C=CC=C2)=CC=1.Cl[Pd]Cl.[Fe+2]>[S:3]1[C:2]2[C:22]3[CH:21]=[CH:20][CH:19]=[CH:18][C:17]=3[CH:8]=[N:7][C:6]=2[CH:5]=[CH:4]1 |f:2.3,5.6,9.10.11.12|. Procedure: Tert-butyl 2-bromothien-3-ylcarbamate (35 g, 0.13 mol), 2-Formylphenylboronic acid (Cmpd IIIa, 25 g, 0.17 mol), [1,1′-Bis(diphenylphosphino)ferrocene]dichloropalladium [II] (5.3 g, 6.5 mmol), and sodium bicarbonate (33 g, 0.39 mol) were combined in 40% aqueous dimethoxyethane (675 mL) and the mixture was heated to reflux. After 1 h the mixture was cooled to 23° C., treated slowly with 2 N aqueous hydrochloric acid (405 mL) and heated back to reflux for an additional 2 h. At this time the mixture...